describe an organic reaction: reactants, conditions, products, and yield From a dataset of the Open Reaction Database (ORD), a public repository of structured organic reaction records. The reactants are N#Cc1ccc(C=O)cc1, C1CCNCC1, CCO, N#CCc1nc2ccccc2s1. Yields the product N#CC(=Cc1ccc(C#N)cc1)c1nc2ccccc2s1. Reaction SMILES: [C:13](#[N:14])[c:15]1[cH:16][cH:17][c:18]([CH:19]=[O:20])[cH:21][cH:22]1.[CH2:23]1[CH2:24][CH2:25][NH:26][CH2:27][CH2:28]1.[CH3:29][CH2:30][OH:31].[s:1]1[c:2]([CH2:10][C:11]#[N:12])[n:3][c:4]2[c:5]1[cH:6][cH:7][cH:8][cH:9]2>>[s:1]1[c:2]([C:10]([C:11]#[N:12])=[CH:19][c:18]2[cH:17][cH:16][c:15]([C:13]#[N:14])[cH:22][cH:21]2)[n:3][c:4]2[c:5]1[cH:6][cH:7][cH:8][cH:9]2.